Dataset: the Open Reaction Database (ORD), a public repository of structured organic reaction records. Task: describe an organic reaction: reactants, conditions, products, and yield The yield is 95.0%. Run in C(Cl)Cl (DCM), C(Cl)Cl (DCM). Reaction conditions: time 8 hour. Procedure details: To a solution of (6R,7aS)-2-(3,5-dichlorophenyl)-6-hydroxytetrahydro-1H-pyrrolo[1,2-c]imidazole-1,3(2H)-dione (1.2 g) (4 mmol) (Preparation 6), dimethylaminopyridine (50 mg) (0.1 eq.) and benzoic acid (0.49 g) (1 eq.) in 10 mL of dry DCM at 0° C. was added DCC (0.9 g) (1 eq.) in a minimal volume of DCM. The reaction mixture was stirred to RT overnight. After filtering off the insoluble material, the reaction mixture is washed with a dilute NaHCO3 aqueous solution, with dilute HCl solution, with ... Reaction SMILES: [Cl:1][C:2]1[CH:3]=[C:4]([N:9]2[C:13](=[O:14])[C@@H:12]3[CH2:15][C@@H:16]([OH:18])[CH2:17][N:11]3[C:10]2=[O:19])[CH:5]=[C:6]([Cl:8])[CH:7]=1.CN(C1C=CC=CN=1)C.[C:29](O)(=[O:36])[C:30]1[CH:35]=[CH:34][CH:33]=[CH:32][CH:31]=1.C1CCC(N=C=NC2CCCCC2)CC1>C(Cl)Cl>[C:29]([O:18][C@H:16]1[CH2:17][N:11]2[C:10](=[O:19])[N:9]([C:4]3[CH:5]=[C:6]([Cl:8])[CH:7]=[C:2]([Cl:1])[CH:3]=3)[C:13](=[O:14])[C@@H:12]2[CH2:15]1)(=[O:36])[C:30]1[CH:35]=[CH:34][CH:33]=[CH:32][CH:31]=1. Reactants: ClC=1C=C(C=C(C1)Cl)N1C(N2[C@H](C1=O)C[C@H](C2)O)=O ((6R,7aS)-2-(3,5-dichlorophenyl)-6-hydroxytetrahydro-1H-pyrrolo[1,2-c]imidazole-1,3(2H)-dione), CN(C)C1=NC=CC=C1 (dimethylaminopyridine), C(C1=CC=CC=C1)(=O)O (benzoic acid), C1CCC(CC1)N=C=NC2CCCCC2 (DCC). The product is C(C1=CC=CC=C1)(=O)O[C@@H]1C[C@@H]2N(C(N(C2=O)C2=CC(=CC(=C2)Cl)Cl)=O)C1 ((6R,7aS)-2-(3,5-dichlorophenyl)-1,3-dioxohexahydro-1H-pyrrolo[1,2-c]imidazol-6-yl benzoate). Starting materials: FC1=CC2=C(C(=NO2)C2=CC=C(C=C2)OC[C@@H]2OC2)C=C1 ((R)-6-fluoro-3-(4-oxiranylmethoxy-phenyl)-benzo[d]isoxazole), C12(CC3CC(CC(C1)C3)C2)N (1-adamantanamine). Run in C(C)O (ethanol). Yields the product C12(CC3CC(CC(C1)C3)C2)NC[C@H](COC2=CC=C(C=C2)C2=NOC3=C2C=CC(=C3)F)O ((R)-1-(adamantan-1-ylamino)-3-[4-(6-fluoro-benzo[d]isoxazol-3-yl)-phenoxy]-propan-2-ol). The yield is 88.4%. As a reaction SMILES: [F:1][C:2]1[CH:21]=[CH:20][C:5]2[C:6]([C:9]3[CH:14]=[CH:13][C:12]([O:15][CH2:16][C@H:17]4[CH2:19][O:18]4)=[CH:11][CH:10]=3)=[N:7][O:8][C:4]=2[CH:3]=1.[C:22]12([NH2:32])[CH2:31][CH:26]3[CH2:27][CH:28]([CH2:30][CH:24]([CH2:25]3)[CH2:23]1)[CH2:29]2>C(O)C>[C:22]12([NH:32][CH2:19][C@@H:17]([OH:18])[CH2:16][O:15][C:12]3[CH:13]=[CH:14][C:9]([C:6]4[C:5]5[CH:20]=[CH:21][C:2]([F:1])=[CH:3][C:4]=5[O:8][N:7]=4)=[CH:10][CH:11]=3)[CH2:29][CH:28]3[CH2:27][CH:26]([CH2:25][CH:24]([CH2:30]3)[CH2:23]1)[CH2:31]2. Procedure: Combine (R)-6-fluoro-3-(4-oxiranylmethoxy-phenyl)-benzo[d]isoxazole (29) (250 mg, 0.86 mmol), 1-adamantanamine (530 mg, 3.50 mmol), ethanol (4.0 ml) and heat (˜80° C.) for 16 hours. Cool reaction to room temperature and concentrate (in vacuo). Purify the compound by column chromatography (silica) eluting with 28% aqueous ammonia/ethanol/chloroform (1:19:180) to obtain a white solid. Dry (50° C. at 0.5 mm Hg) to give 332 mg (86% yield) of the title compound. Purity by LC/MS=92%, [M+H]+=437.